From a dataset of the Open Reaction Database (ORD), a public repository of structured organic reaction records. describe an organic reaction: reactants, conditions, products, and yield The reactants are FC=1C=C2C(C(NC2=CC1)=O)=O (5-fluoroindoline-2,3-dione), Cl (HCl), [OH-].[Na+] (NaOH), O=C(C(=O)[O-])C (2-oxopropanoate). Conditions: temperature 110 celsius. Yields the product FC=1C=C2C(=CC(=NC2=CC1)C(=O)O)C(=O)O (6-Fluoroquinoline-2,4-dicarboxylic acid). As a reaction SMILES: [F:1][C:2]1[CH:3]=[C:4]2[C:8](=[CH:9][CH:10]=1)[NH:7][C:6](=O)[C:5]2=[O:12].[OH-:13].[Na+].O=[C:16]([CH3:20])[C:17]([O-:19])=[O:18].Cl>>[F:1][C:2]1[CH:3]=[C:4]2[C:8](=[CH:9][CH:10]=1)[N:7]=[C:6]([C:5]([OH:12])=[O:13])[CH:20]=[C:16]2[C:17]([OH:19])=[O:18] |f:1.2|. Reported procedure: To 5-fluoroindoline-2,3-dione (0.454 g, 2.75 mmol) was a 3M NaOH (5.46 mL, 16.52 mmol) solution added. The reaction mixture was heated until refluxing, and 2-oxopropanoate (0.364 g, 3.30 mmol) was added. After refluxing at 110° C. for 4 h, the mixture was cooled to room temperature. The pH was adjusted to 3-4 with 1M HCl, and the precipitate was filtered and washed with water to yield whitish crystals